This data is from the Open Reaction Database (ORD), a public repository of structured organic reaction records. The task is: describe an organic reaction: reactants, conditions, products, and yield The reactants are BrC1=C(C=C(C(=O)O)C=C1)F (4-bromo-3-fluorobenzoic acid), CCN=C=NCCCN(C)C (WSC), Cl.CNOC (N,O-dimethylhydroxylamine hydrochloride). The solvent is ClCCl (dichloromethane). Run at time 5 hour. Product: BrC1=C(C=C(C(=O)N(C)OC)C=C1)F (4-Bromo-3-fluoro-N-methoxy-N-methylbenzamide). Yield: 91.4%. RXN SMILES: [Br:1][C:2]1[CH:10]=[CH:9][C:5]([C:6](O)=[O:7])=[CH:4][C:3]=1[F:11].CCN=C=NCCCN(C)C.Cl.[CH3:24][NH:25][O:26][CH3:27]>ClCCl>[Br:1][C:2]1[CH:10]=[CH:9][C:5]([C:6]([N:25]([O:26][CH3:27])[CH3:24])=[O:7])=[CH:4][C:3]=1[F:11] |f:2.3|. Procedure: To a stirred solution of 4-bromo-3-fluorobenzoic acid (5.0 g, 22.83 mmol) in dichloromethane (100 ml) was added WSC (8.8 g, 45.66 mmol), N,O-dimethylhydroxylamine hydrochloride (4.5 g, 45.66 mmol) and stirred at room temperature for 5 h. The solvent was removed and the residue was diluted with ethyl acetate. The organic layer was washed with water, dried (MgSO4), and concentrated to afford 5.47 g of the titled compound as a yellow oil. The compound was used for the next reaction directly. Reactants: C=CC1OC(c2ccccc2)OC1(C)CCC(CC(=O)OC)O[Si](C)(C)C(C)(C)C, C1CCOC1, Cl, [Li+], [OH-]. Product: C=CC1OC(c2ccccc2)OC1(C)CCC(CC(=O)O)O[Si](C)(C)C(C)(C)C. Reaction SMILES: [C:1]([CH3:2])([CH3:3])([CH3:4])[Si:5]([O:6][CH:7]([CH2:8][C:9](=[O:10])[O:11][CH3:12])[CH2:13][CH2:14][C:15]1([CH3:28])[O:16][CH:17]([c:22]2[cH:23][cH:24][cH:25][cH:26][cH:27]2)[O:18][CH:19]1[CH:20]=[CH2:21])([CH3:29])[CH3:30].[CH2:34]1[O:35][CH2:36][CH2:37][CH2:38]1.[ClH:33].[Li+:31].[OH-:32]>>[C:1]([CH3:2])([CH3:3])([CH3:4])[Si:5]([O:6][CH:7]([CH2:8][C:9](=[O:10])[OH:11])[CH2:13][CH2:14][C:15]1([CH3:28])[O:16][CH:17]([c:22]2[cH:23][cH:24][cH:25][cH:26][cH:27]2)[O:18][CH:19]1[CH:20]=[CH2:21])([CH3:29])[CH3:30]. Reactants: CC(=O)O, CCO, Cc1ccc(S(=O)(=O)[O-])cc1, [N-]=[N+]=C(c1ccccc1)c1ccccc1, NC(Cc1cscn1)C(=O)O. Product: Cc1ccc(S(=O)(=O)O)cc1, NC(Cc1cscn1)C(=O)OC(c1ccccc1)c1ccccc1. Reaction SMILES: [CH3:38][C:39](=[O:40])[OH:41].[CH3:42][CH2:43][OH:44].[c:12]1([CH3:22])[cH:13][cH:14][c:15]([S:18](=[O:19])(=[O:20])[O-:21])[cH:16][cH:17]1.[c:23]1([C:29](=[N+:30]=[N-:31])[c:32]2[cH:33][cH:34][cH:35][cH:36][cH:37]2)[cH:24][cH:25][cH:26][cH:27][cH:28]1.[s:1]1[cH:2][n:3][c:4]([CH2:6][CH:7]([NH2:8])[C:9](=[O:10])[OH:11])[cH:5]1>>[c:12]1([CH3:22])[cH:13][cH:14][c:15]([S:18](=[O:19])(=[O:20])[OH:21])[cH:16][cH:17]1.[s:1]1[cH:2][n:3][c:4]([CH2:6][CH:7]([NH2:8])[C:9]([O:10][CH:29]([c:23]2[cH:24][cH:25][cH:26][cH:27][cH:28]2)[c:32]2[cH:33][cH:34][cH:35][cH:36][cH:37]2)=[O:11])[cH:5]1. Reactants: COC1=C(C=C2CCC(C2=C1)=O)C=1N=NC(=CC1)N(C1CC(NC(C1)(C)C)(C)C)C (6-methoxy-5-(6-(methyl(2,2,6,6-tetramethylpiperidin-4-yl)amino)pyridazin-3-yl)-2,3-dihydro-1H-inden-1-one), COC1=C(C=C2CCC(C2=C1)=O)C=1N=NC(=CC1)N(C1CC(NC(C1)(C)C)(C)C)C (6-methoxy-5-(6-(methyl(2,2,6,6-tetramethylpiperidin-4-yl)amino)pyridazin-3-yl)-2,3-dihydro-1H-inden-1-one), C(=O)OCC (ethyl formate), [H-].[Na+] (sodium hydride), C(C)(=O)O (acetic acid), O.NN (hydrazine hydrate), C1(=CC=CC=C1)C (toluene). The solvent is C(C)O (Ethanol). Reaction conditions: time 16 hour. The product is COC1=C(C=C2CC3=C(NN=C3)C2=C1)C1=CC=C(N=N1)N(C1CC(NC(C1)(C)C)(C)C)C (6-(7-methoxy-1,4-dihydroindeno[1,2-c]pyrazol-6-yl)-N-methyl-N-(2,2,6,6-tetramethylpiperidin-4-yl)pyridazin-3-amine). RXN SMILES: CO[C:3]1C=C2C(CCC2=O)=C[C:4]=1[C:13]1[N:14]=[N:15][C:16]([N:19]([CH3:30])[CH:20]2[CH2:25][C:24]([CH3:27])([CH3:26])[NH:23][C:22]([CH3:29])([CH3:28])[CH2:21]2)=[CH:17][CH:18]=1.[CH:31]([O:33][CH2:34][CH3:35])=O.[H-].[Na+].C(O)(=O)C.O.[NH2:43][NH2:44].[C:45]1([CH3:51])[CH:50]=[CH:49][CH:48]=[CH:47]C=1>C(O)C>[CH3:31][O:33][C:34]1[CH:35]=[C:49]2[C:48]([CH2:47][C:45]3[CH:51]=[N:44][NH:43][C:50]=32)=[CH:3][C:4]=1[C:13]1[N:14]=[N:15][C:16]([N:19]([CH3:30])[CH:20]2[CH2:25][C:24]([CH3:26])([CH3:27])[NH:23][C:22]([CH3:29])([CH3:28])[CH2:21]2)=[CH:17][CH:18]=1 |f:2.3,5.6|. Reported procedure: To a 100 mL round bottom flask containing toluene (1.0 mL) was added 6-methoxy-5-(6-(methyl(2,2,6,6-tetramethylpiperidin-4-yl)amino)pyridazin-3-yl)-2,3-dihydro-1H-inden-1-one (Intermediate 7-1, 330 mg, 0.81 mmol), ethyl formate (0.13 mL, 1.62 mmol), and sodium hydride (97 mg, 2.42 mmol). The reaction mixture was stirred at RT for 16 h then concentrated in vacuo. Ethanol (5.0 mL), acetic acid (0.51 mL, 8.89 mmol) and hydrazine hydrate (0.53 mL, 10.50 mmol) were added. The mixture was refluxed at ... Reactants: C(C)OC=1C=C(C=CC1)C1=CC(=NC2=CC=C(C=C12)C(O)(C=1C=NC=CC1)C=1C=NC=CC1)OC ([4-(3-ethoxy-phenyl)-2-methoxy-quinolin-6-yl]-di-pyridin-3-yl-methanol), Cl (HCl). Solvent: C1CCOC1 (THF). Product: C(C)OC=1C=C(C=CC1)C1=CC(NC2=CC=C(C=C12)C(C=1C=NC=CC1)(C=1C=NC=CC1)O)=O (4-(3-Ethoxy-phenyl)-6-(hydroxy-di-pyridin-3-yl-methyl)-1H-quinolin-2-one). Isolated yield 44.3%. RXN SMILES: [CH2:1]([O:3][C:4]1[CH:5]=[C:6]([C:10]2[C:19]3[C:14](=[CH:15][CH:16]=[C:17]([C:20]([C:28]4[CH:29]=[N:30][CH:31]=[CH:32][CH:33]=4)([C:22]4[CH:23]=[N:24][CH:25]=[CH:26][CH:27]=4)[OH:21])[CH:18]=3)[N:13]=[C:12]([O:34]C)[CH:11]=2)[CH:7]=[CH:8][CH:9]=1)[CH3:2].Cl>C1COCC1>[CH2:1]([O:3][C:4]1[CH:5]=[C:6]([C:10]2[C:19]3[C:14](=[CH:15][CH:16]=[C:17]([C:20]([OH:21])([C:22]4[CH:23]=[N:24][CH:25]=[CH:26][CH:27]=4)[C:28]4[CH:29]=[N:30][CH:31]=[CH:32][CH:33]=4)[CH:18]=3)[NH:13][C:12](=[O:34])[CH:11]=2)[CH:7]=[CH:8][CH:9]=1)[CH3:2]. Procedure details: Following the same procedure as described in example 1F, [4-(3-ethoxy-phenyl)-2-methoxy-quinolin-6-yl]-di-pyridin-3-yl-methanol (212 mg, 0.457 mmol) was treated with HCl in aqueous THF to yield the title compound (91 mg, 44.3% yield).